This data is from the Open Reaction Database (ORD), a public repository of structured organic reaction records. The task is: describe an organic reaction: reactants, conditions, products, and yield The reactants are C1CCOC1, CCN=C=NCCCN(C)C, CCN(C(C)C)C(C)C, O=C(O)c1ccc(C=CC(=O)c2ccc(Cl)cc2Nc2ccccc2)cc1, NC1CCC(O)CC1, On1nnc2ccccc21. Product: O=C(NC1CCC(O)CC1)c1ccc(C=CC(=O)c2ccc(Cl)cc2Nc2ccccc2)cc1. Reaction SMILES: [CH2:66]1[O:67][CH2:68][CH2:69][CH2:70]1.[CH3:36][CH2:37][N:38]=[C:39]=[N:40][CH2:41][CH2:42][CH2:43][N:44]([CH3:45])[CH3:46].[CH:57]([N:58]([CH2:59][CH3:60])[CH:61]([CH3:62])[CH3:63])([CH3:64])[CH3:65].[Cl:1][c:2]1[cH:3][c:4]([NH:21][c:22]2[cH:23][cH:24][cH:25][cH:26][cH:27]2)[c:5]([C:8]([CH:9]=[CH:10][c:11]2[cH:12][cH:13][c:14]([C:15](=[O:16])[OH:17])[cH:18][cH:19]2)=[O:20])[cH:6][cH:7]1.[NH2:28][CH:29]1[CH2:30][CH2:31][CH:32]([OH:35])[CH2:33][CH2:34]1.[OH:47][n:48]1[c:49]2[c:50]([cH:51][cH:52][cH:53][cH:54]2)[n:55][n:56]1>>[Cl:1][c:2]1[cH:3][c:4]([NH:21][c:22]2[cH:23][cH:24][cH:25][cH:26][cH:27]2)[c:5]([C:8]([CH:9]=[CH:10][c:11]2[cH:12][cH:13][c:14]([C:15](=[O:17])[NH:28][CH:29]3[CH2:30][CH2:31][CH:32]([OH:35])[CH2:33][CH2:34]3)[cH:18][cH:19]2)=[O:20])[cH:6][cH:7]1. The reactants are C(C)(=O)OCC=C(CCC(C(=CC(S(=O)(=O)C1=CC=CC=C1)C1=C(CCCC1(C)C)C)C)Br)C (1-acetoxy-6-bromo-3,7-dimethyl-9-(2,6,6-trimethyl-1-cyclohexen-1-yl)-9-phenylsulfonyl-2,7-nonadiene), N12CCCN=C2CCC1 (1,5-diazabicyclo[4.3.0]non-5-ene). Run in C(Cl)Cl (methylene chloride). Conditions: time 5 hour. The product is C(C)(=O)OCC=C(CCC=C(C=C(S(=O)(=O)C1=CC=CC=C1)C1=C(CCCC1(C)C)C)C)C (1-acetoxy-3,7-dimethyl-9-(2,6,6-trimethyl-1-cyclohexen-1-yl)-9-phenylsulfonyl-2,6,8-nonatriene). The yield is 84.1%. Reaction SMILES: [C:1]([O:4][CH2:5][CH:6]=[C:7]([CH3:34])[CH2:8][CH2:9][CH:10](Br)[C:11]([CH3:32])=[CH:12][CH:13]([C:23]1[C:28]([CH3:30])([CH3:29])[CH2:27][CH2:26][CH2:25][C:24]=1[CH3:31])[S:14]([C:17]1[CH:22]=[CH:21][CH:20]=[CH:19][CH:18]=1)(=[O:16])=[O:15])(=[O:3])[CH3:2].N12CCCC1=NCCC2>C(Cl)Cl>[C:1]([O:4][CH2:5][CH:6]=[C:7]([CH3:34])[CH2:8][CH2:9][CH:10]=[C:11]([CH3:32])[CH:12]=[C:13]([C:23]1[C:28]([CH3:30])([CH3:29])[CH2:27][CH2:26][CH2:25][C:24]=1[CH3:31])[S:14]([C:17]1[CH:22]=[CH:21][CH:20]=[CH:19][CH:18]=1)(=[O:15])=[O:16])(=[O:3])[CH3:2]. Reported procedure: A 50 ml flask was charged with 1.38 g (2.5 mmoles) of 1-acetoxy-6-bromo-3,7-dimethyl-9-(2,6,6-trimethyl-1-cyclohexen-1-yl)-9-phenylsulfonyl-2,7-nonadiene (17) obtained in Example 14, 15 ml of methylene chloride, and 0.6 ml (5 mmoles) of 1,5-diazabicyclo[4.3.0]non-5-ene. The mixture was stirred for 5 hours under reflux. The reaction mixture was worked up by the same operation as in Example 22, to give 0.99 g (yield 84%) of 1-acetoxy-3,7-dimethyl-9-(2,6,6-trimethyl-1-cyclohexen-1-yl)-9-phenylsulfo... Reactants: CC(CCBr)CCCC(C)C (3,7-dimethyloctyl bromide), [Li] (lithium), CN1C(C(N(CC1)C)=O)=O (1,4-dimethylpiperazine-2,3-dione), CC(CC[Li])CCCC(C)C (3,7-dimethyloctyl lithium), solution, Cl (HCl). The solvent is CCOCC (Et2O), CCOCC (Et2O). Conditions: time 40 minute. The product is CC(C)CCCC(CCC(C(CCC(CCCC(C)C)C)=O)=O)C (2,6,13,17-Tetramethyloctadecane-9,10-dione). Reaction SMILES: CN1CCN(C)[C:4](=[O:9])[C:3]1=[O:10].[CH3:11][CH:12]([CH2:16][CH2:17][CH2:18][CH:19]([CH3:21])[CH3:20])[CH2:13][CH2:14][Li].[CH3:22][CH:23]([CH2:27][CH2:28][CH2:29][CH:30]([CH3:32])[CH3:31])[CH2:24][CH2:25]Br.[Li].Cl>CCOCC>[CH3:31][CH:30]([CH2:29][CH2:28][CH2:27][CH:23]([CH3:22])[CH2:24][CH2:25][C:4](=[O:9])[C:3](=[O:10])[CH2:14][CH2:13][CH:12]([CH3:11])[CH2:16][CH2:17][CH2:18][CH:19]([CH3:21])[CH3:20])[CH3:32] |^1:32|. Procedure: To a suspension of 1,4-dimethylpiperazine-2,3-dione (2.08 g, 1.46×10−2 mol) in 50 ml of dry Et2O was added 3,7-dimethyloctyl lithium (0.45M solution in Et2O, 65 ml, 2.9×10−2 mol, freshly prepared from 3,7-dimethyloctyl bromide and lithium) by a syringe. After 40 min of stirring at room temperature under N2, the solution was hydrolyzed with 100 ml of 10% HCl and extracted with CHCl3. The combined organic layers were washed with saturated aqueous NaHCO3 and dried over Na2SO4. The product was chrom... Reactants: O=C1CCC=2C(=CC=CC12)C(=O)O (1-oxoindan-4-carboxylic acid), Cl (hydrochloric acid), P(Cl)(Cl)(Cl)(Cl)Cl (phosphorus pentachloride), [Cl-].[Al+3].[Cl-].[Cl-] (aluminum chloride). Run in C1=CC=CC=C1 (benzene). Conditions: time 5 hour. Yields the product C(C1=CC=CC=C1)(=O)C1=C2CCC(C2=CC=C1)=O (4-benzoylindan-1-one). Reaction SMILES: [O:1]=[C:2]1[C:10]2[CH:9]=[CH:8][CH:7]=[C:6]([C:11]([OH:13])=O)[C:5]=2[CH2:4][CH2:3]1.P(Cl)(Cl)(Cl)(Cl)Cl.[Cl-].[Al+3].[Cl-].[Cl-].Cl>C1C=CC=CC=1>[C:11]([C:6]1[CH:7]=[CH:8][CH:9]=[C:10]2[C:5]=1[CH2:4][CH2:3][C:2]2=[O:1])(=[O:13])[C:5]1[CH:6]=[CH:7][CH:8]=[CH:9][CH:10]=1 |f:2.3.4.5|. Reported procedure: To 100 ml. of dry benzene are added 17.6 g. of 1-oxoindan-4-carboxylic acid and 22.9 g. of phosphorus pentachloride and, after stirring for 1.5 hours, 40 g. of aluminum chloride is added. The mixture is stirred for 5 hours, after which the product is poured into dilute hydrochloric acid and extracted with ether. The organic layer is dried and distilled free of the solvent under reduced pressure. The crystalline residue is recrystallized from cyclohexane. The described procedure gives 4-benzoylin... Reactants: C12(C(=O)CC(CC1)C2(C)C)CS(=O)(=O)O (camphorsulfonic acid), CC=1C=C(N=C(N1)NC=2C=CC=CC2)C (pyrimethanil). Solvent: C(C)O (ethanol), C1(=CC=CC=C1)C (toluene). Run at time 30 minute. Yields the product CC=1C=C(N=C(N1)NC=2C=CC=CC2)C.C12(C(=O)CC(CC1)C2(C)C)CS(=O)(=O)[O-] (pyrimethanil camphorsulfonate). Reaction SMILES: [C:1]12([CH2:11][S:12]([OH:15])(=[O:14])=[O:13])[C:8]([CH3:10])([CH3:9])[CH:5]([CH2:6][CH2:7]1)[CH2:4][C:2]2=[O:3].[CH3:16][C:17]1[CH:18]=[C:19]([CH3:30])[N:20]=[C:21]([NH:23][C:24]2[CH:25]=[CH:26][CH:27]=[CH:28][CH:29]=2)[N:22]=1>C(O)C.C1(C)C=CC=CC=1>[CH3:16][C:17]1[CH:18]=[C:19]([CH3:30])[N:20]=[C:21]([NH:23][C:24]2[CH:25]=[CH:26][CH:27]=[CH:28][CH:29]=2)[N:22]=1.[C:1]12([CH2:11][S:12]([O-:15])(=[O:13])=[O:14])[C:8]([CH3:10])([CH3:9])[CH:5]([CH2:6][CH2:7]1)[CH2:4][C:2]2=[O:3] |f:4.5|. Reported procedure: A solution of camphorsulfonic acid (1.25 g) in ethanol (10 ml) was added slowly to a solution of pyrimethanil (1 g) in toluene (20 ml) and the mixture allowed to stand for 30 minutes at room temperature. The mixture was evaporated under reduced pressure and the residue recrystallised from a mixture of diisopropyl ether and ethyl acetate to give pyrimethanil camphorsulfonate, m.p. 1 66-7° C. (compound 2)